From a dataset of the Open Reaction Database (ORD), a public repository of structured organic reaction records. describe an organic reaction: reactants, conditions, products, and yield Reactants: C(C1=CC=CC=C1)N(C(C(C(F)(F)F)O)C1=CC(=CC=C1)C(F)(F)F)CC1=CC=CC=C1 (3-(Dibenzylamino)-1,1,1-trifluoro-3-[3-(trifluoromethyl)phenyl]propan-2-ol), [H][H] (hydrogen). The reagents and catalysts are [OH-].[OH-].[Pd+2] (Pd(OH)2/C). The solvent is CO (methanol). The product is NC(C(C(F)(F)F)O)C1=CC(=CC=C1)C(F)(F)F (3-Amino-1,1,1-trifluoro-3-[3-(trifluoromethyl)phenyl]propan-2-ol). Reaction SMILES: C([N:8](CC1C=CC=CC=1)[CH:9]([C:16]1[CH:21]=[CH:20][CH:19]=[C:18]([C:22]([F:25])([F:24])[F:23])[CH:17]=1)[CH:10]([OH:15])[C:11]([F:14])([F:13])[F:12])C1C=CC=CC=1.[H][H]>CO.[OH-].[OH-].[Pd+2]>[NH2:8][CH:9]([C:16]1[CH:21]=[CH:20][CH:19]=[C:18]([C:22]([F:23])([F:24])[F:25])[CH:17]=1)[CH:10]([OH:15])[C:11]([F:12])([F:14])[F:13] |f:3.4.5|. Reported procedure: In a continuous-flow hydrogenation apparatus (H-Cube from Thales Nano, Budapest, Model HC-2-SS), a solution of 168 mg (0.37 mmol) of the compound from Example 98A in 50 ml of methanol was hydrogenated (conditions: Pd(OH)2/C cartridge, flow rate of 1 ml/min, RT, standard hydrogen pressure). The reaction mixture was concentrated on a rotary evaporator and the residue was briefly dried in an HV. This was the title compound (93 mg, 92% of theory).